This data is from the Open Reaction Database (ORD), a public repository of structured organic reaction records. The task is: describe an organic reaction: reactants, conditions, products, and yield Reactants: COC(=O)C1CC(S(=O)(=O)c2ccccc2C(F)(F)F)CN1c1cc(C2CCOCC2)nn1C1CCC1, [Li+], [OH-]. Product: O=C(O)C1CC(S(=O)(=O)c2ccccc2C(F)(F)F)CN1c1cc(C2CCOCC2)nn1C1CCC1. RXN SMILES: [CH3:1][O:2][C:3](=[O:4])[CH:5]1[N:6]([c:23]2[n:24]([CH:34]3[CH2:35][CH2:36][CH2:37]3)[n:25][c:26]([CH:28]3[CH2:29][CH2:30][O:31][CH2:32][CH2:33]3)[cH:27]2)[CH2:7][CH:8]([S:10](=[O:11])(=[O:12])[c:13]2[c:14]([C:19]([F:20])([F:21])[F:22])[cH:15][cH:16][cH:17][cH:18]2)[CH2:9]1.[Li+:38].[OH-:39]>>[O:2]=[C:3]([OH:4])[CH:5]1[N:6]([c:23]2[n:24]([CH:34]3[CH2:35][CH2:36][CH2:37]3)[n:25][c:26]([CH:28]3[CH2:29][CH2:30][O:31][CH2:32][CH2:33]3)[cH:27]2)[CH2:7][CH:8]([S:10](=[O:11])(=[O:12])[c:13]2[c:14]([C:19]([F:20])([F:21])[F:22])[cH:15][cH:16][cH:17][cH:18]2)[CH2:9]1. Starting materials: BrC1=CC=CC=2CN(CCOC21)C(=O)OC(C)(C)C (tert-butyl 9-bromo-2,3-dihydro-1,4-benzoxazepine-4(5H)-carboxylate), O (water), O1C=C(C=C1)B(O)O (3-furan boronic acid). The reagents and catalysts are C=1C=CC(=CC1)[P](C=2C=CC=CC2)(C=3C=CC=CC3)[Pd]([P](C=4C=CC=CC4)(C=5C=CC=CC5)C=6C=CC=CC6)([P](C=7C=CC=CC7)(C=8C=CC=CC8)C=9C=CC=CC9)[P](C=1C=CC=CC1)(C=1C=CC=CC1)C=1C=CC=CC1 (tetrakis(triphenylphosphine)palladium(0)). Run in C(C)O (ethanol), C([O-])([O-])=O.[Na+].[Na+] (sodium carbonate), C1(=CC=CC=C1)C (toluene). The product is O1C=C(C=C1)C1=CC=CC=2CN(CCOC21)C(=O)OC(C)(C)C (tert-butyl 9-(3-furyl)-2,3-dihydro-1,4-benzoxazepine-4(5H)-carboxylate). Isolated yield 99.6%. As a reaction SMILES: Br[C:2]1[C:12]2[O:11][CH2:10][CH2:9][N:8]([C:13]([O:15][C:16]([CH3:19])([CH3:18])[CH3:17])=[O:14])[CH2:7][C:6]=2[CH:5]=[CH:4][CH:3]=1.[O:20]1[CH:24]=[CH:23][C:22](B(O)O)=[CH:21]1.O>C(O)C.C(=O)([O-])[O-].[Na+].[Na+].C1(C)C=CC=CC=1.C1C=CC([P]([Pd]([P](C2C=CC=CC=2)(C2C=CC=CC=2)C2C=CC=CC=2)([P](C2C=CC=CC=2)(C2C=CC=CC=2)C2C=CC=CC=2)[P](C2C=CC=CC=2)(C2C=CC=CC=2)C2C=CC=CC=2)(C2C=CC=CC=2)C2C=CC=CC=2)=CC=1>[O:20]1[CH:24]=[CH:23][C:22]([C:2]2[C:12]3[O:11][CH2:10][CH2:9][N:8]([C:13]([O:15][C:16]([CH3:19])([CH3:18])[CH3:17])=[O:14])[CH2:7][C:6]=3[CH:5]=[CH:4][CH:3]=2)=[CH:21]1 |f:4.5.6,^1:48,50,69,88|. Procedure details: A mixture of tert-butyl 9-bromo-2,3-dihydro-1,4-benzoxazepine-4(5H)-carboxylate (200 mg, 0.605 mmol), a solution of 3-furan boronic acid (102 mg, 0.912 mmol) in ethanol (0.7 ml), 2N aqueous sodium carbonate solution (2.5 ml), and tetrakis(triphenylphosphine)palladium(0) (84.0 mg, 0.0730 mmol) in toluene (5 ml) was stirred under a nitrogen atmosphere at 95° C. for 12 hr. The reaction mixture was poured into water, and the mixture was extracted with ethyl acetate. The extract was washed with water... Reactants: Cl.N=C1SC(=CN1C1=CC(=CC=C1)C(F)(F)F)C (2-imino-3-(3-trifluoromethylphenyl)-5-methylthiazoline hydrochloride), CNC1=CC=CC=C1 (N-methylaniline), C(O)([O-])=O.[Na+] (sodium hydrogencarbonate), FC(=C(F)F)F (tetrafluoroethylene). The solvent is CN(C=O)C (N,N-dimethylformamide), C(C)N(CC)CC (triethylamine). Reaction conditions: temperature 80 celsius, time 30 hour. The product is FC(C(=O)N=C1SC(=CN1C1=CC(=CC=C1)C(F)(F)F)C)F (2-difluoroacetylimino-3-(3-trifluoromethylphenyl)-5-methylthiazoline). Yield: 27.0%. RXN SMILES: Cl.[NH:2]=[C:3]1[N:7]([C:8]2[CH:13]=[CH:12][CH:11]=[C:10]([C:14]([F:17])([F:16])[F:15])[CH:9]=2)[CH:6]=[C:5]([CH3:18])[S:4]1.CNC1C=CC=CC=1.[F:27][C:28]([F:32])=[C:29](F)F.C(=O)([O-])[OH:34].[Na+]>CN(C)C=O.C(N(CC)CC)C>[F:27][CH:28]([F:32])[C:29]([N:2]=[C:3]1[N:7]([C:8]2[CH:13]=[CH:12][CH:11]=[C:10]([C:14]([F:17])([F:15])[F:16])[CH:9]=2)[CH:6]=[C:5]([CH3:18])[S:4]1)=[O:34] |f:0.1,4.5|. Reported procedure: A solution of 2-imino-3-(3-trifluoromethylphenyl)-5-methylthiazoline hydrochloride (1.47 g, 5.0 mmol), triethylamine (2 ml) and N-methylaniline (1.29 g, 12.0 mmol) in N,N-dimethylformamide (10 ml) charged in a reaction flask was reacted with tetrafluoroethylene, which was made to flow into the flask (ca. 0.7 liter/hr), with vigorous stirring at 80° C. for 30 hours. After cooling to an ambient temperature, the reaction mixture was poured intoa saturated aqueous sodium hydrogencarbonate solution (... As a reaction SMILES: [CH3:30][C:31](=[O:32])[OH:33].[NH2:1][c:2]1[n:3][c:4]([N:16]2[CH2:17][CH2:18][S:19][CH2:20][CH2:21]2)[n:5][c:6](-[c:8]2[c:9]([Cl:15])[cH:10][cH:11][c:12]([Cl:14])[cH:13]2)[n:7]1.[Na+:28].[Na+:29].[OH:22][OH:23].[S:24](=[O:25])([O-:26])[O-:27]>>[NH2:1][c:2]1[n:3][c:4]([N:16]2[CH2:17][CH2:18][S:19](=[O:25])[CH2:20][CH2:21]2)[n:5][c:6](-[c:8]2[c:9]([Cl:15])[cH:10][cH:11][c:12]([Cl:14])[cH:13]2)[n:7]1. Yields the product Nc1nc(-c2cc(Cl)ccc2Cl)nc(N2CCS(=O)CC2)n1. Reactants: CC(=O)O, Nc1nc(-c2cc(Cl)ccc2Cl)nc(N2CCSCC2)n1, [Na+], [Na+], OO, O=S([O-])[O-]. Reactants: OC(C)C1C2CC(=C(N2C1=O)C(=O)OCC1=CC=CC=C1)N1CCOCC1 (benzyl 6-(1-hydroxyethyl)-3-morpholino-1-azabicyclo[3.2.0]hept-2-en-7-one-2-carboxylate), C([O-])(O)=O.[Na+] (sodium bicarbonate). Run in O1CCOCC1 (dioxane), O (water). Run at time 30 minute. Product: OC(C)C1C2CC(=C(N2C1=O)C(=O)[O-])N1CCOCC1.[Na+] (sodium 6-(1-hydroxyethyl)-3-morpholino-1-azabicyclo[3.2.0]hept-2-en-7-one-2-carboxylate). As a reaction SMILES: [OH:1][CH:2]([CH:4]1[C:10](=[O:11])[N:9]2[CH:5]1[CH2:6][C:7]([N:22]1[CH2:27][CH2:26][O:25][CH2:24][CH2:23]1)=[C:8]2[C:12]([O:14]CC1C=CC=CC=1)=[O:13])[CH3:3].C(=O)(O)[O-].[Na+:32]>O1CCOCC1.O>[OH:1][CH:2]([CH:4]1[C:10](=[O:11])[N:9]2[CH:5]1[CH2:6][C:7]([N:22]1[CH2:27][CH2:26][O:25][CH2:24][CH2:23]1)=[C:8]2[C:12]([O-:14])=[O:13])[CH3:3].[Na+:32] |f:1.2,5.6|. Procedure details: A solution of benzyl 6-(1-hydroxyethyl)-3-morpholino-1-azabicyclo[3.2.0]hept-2-en-7-one-2-carboxylate (30 mg) in dioxane (3 ml) is diluted with water (1 ml) containing sodium bicarbonate (7 mg). 10% palladium on powdered charcoal (30 mg) is also dried and the resulting mixture is hydrogenated at 40 psi for 30 mins. The catalyst is filtered off and washed with water (3×3 ml). The combined filtrate is extracted with ethyl acetate (3×2 ml), concentrated in vacuo to ca. 2 ml, and lyophilized to give... Starting materials: O=C1C2=C(NC(=C1)C(=O)O)C(OC1=C2C=CC=C1)=O (1,5-dihydro-1,5-dioxo-4H-1-benzopyrano[3,4-b]pyridine-3-carboxylic acid), C(=O)(N1C=NC=C1)N1C=NC=C1 (1,1'-carbonyldiimidazole), O.NC1=NN=NN1 (5-aminotetrazole monohydrate). Solvent: CN(C=O)C (dimethylformamide). Yields the product O=C1C2=C(NC(=C1)C(=O)NC1=NN=NN1)C(OC1=C2C=CC=C1)=O (1,5-Dihydro-1,5-dioxo-N-1H-tetrazol-5-yl-4H-[1]benzopyrano-[3,4-b]pyridine-3-carboxamide). Isolated yield 46.6%. RXN SMILES: [O:1]=[C:2]1[CH:7]=[C:6]([C:8](O)=[O:9])[NH:5][C:4]2[C:11](=[O:19])[O:12][C:13]3[CH:18]=[CH:17][CH:16]=[CH:15][C:14]=3[C:3]1=2.C(N1C=CN=C1)(N1C=CN=C1)=O.O.[NH2:33][C:34]1[NH:38][N:37]=[N:36][N:35]=1>CN(C)C=O>[O:1]=[C:2]1[CH:7]=[C:6]([C:8]([NH:33][C:34]2[NH:38][N:37]=[N:36][N:35]=2)=[O:9])[NH:5][C:4]2[C:11](=[O:19])[O:12][C:13]3[CH:18]=[CH:17][CH:16]=[CH:15][C:14]=3[C:3]1=2 |f:2.3|. Reported procedure: A mixture of 1,5-dihydro-1,5-dioxo-4H-1-benzopyrano[3,4-b]pyridine-3-carboxylic acid (2.57 g, 0.01 mole) and 1,1'-carbonyldiimidazole (3.24 g, 0.02 mole) in dimethylformamide (50 ml) is heated at 100 for 60 minutes under nitrogen. The reaction mixture is cooled. 5-aminotetrazole monohydrate (1.03 g, 0.01 mole) is added and the resulting mixture is heated at 100 for 60 minutes, cooled and filtered. The product is recrystallized from dimethylformamide to give white crystals (1.51 g, 39%) mp 265-27... The reactants are C(C)C(/C(=C(/C(=O)[O-])\CC)/CC)P(=O)=O (triethyl-4-phosphocrotonate), COC1=C(C=O)C=CC(=C1)OC (2,4-dimethoxybenzaldehyde), [Cl-].[NH4+] (ammonium chloride), [O-]CCCC.[K+] (potassium butoxide). Run in O (water), O1CCCC1 (tetrahydrofuran), O1CCCC1 (tetrahydrofuran), C(C)(=O)OCC.CCCCCC (ethyl acetate hexane), O1CCCC1 (tetrahydrofuran). Run at temperature 0 celsius, time 30 minute. Product: COC1=C(C=CC(=C1)OC)C=CC=CC(=O)OCC (ethyl 5-(2,4-dimethoxyphenyl)-2,4-pentadienoate). The yield is 59.8%. RXN SMILES: [O-:1][CH2:2][CH2:3][CH2:4][CH3:5].[K+].C(C(P(=O)=O)/C(/CC)=[C:11](\CC)/[C:12]([O-])=[O:13])C.[CH3:22][O:23][C:24]1[CH:31]=[C:30]([O:32][CH3:33])[CH:29]=[CH:28][C:25]=1[CH:26]=O.[Cl-].[NH4+]>O1CCCC1.C(OCC)(=O)C.CCCCCC.O>[CH3:22][O:23][C:24]1[CH:31]=[C:30]([O:32][CH3:33])[CH:29]=[CH:28][C:25]=1[CH:26]=[CH:5][CH:4]=[CH:3][C:2]([O:13][CH2:12][CH3:11])=[O:1] |f:0.1,4.5,7.8|. Procedure: To 9.00 g (72.2 mmol) of 50% potassium butoxide, 200 ml of anhydrous tetrahydrofuran was added in the atmosphere of argon. To the mixture, cooled to 0° C., was added dropwise a solution of 25.81 g (72.2 mmol) of triethyl-4-phosphocrotonate dissolved in 30 ml of anhydrous tetrahydrofuran through a dropping funnel over 30 minutes. After 30 min., a solution of 10 g (60.2 mmol) of 2,4-dimethoxybenzaldehyde dissolved in 30 ml of anhydrous tetrahydrofuran was added dropwise through a dropping funnel o... Product: Cc1noc(-c2ccc(-c3ccccc3C(=O)O)cc2)c1NC(=O)OC(C)c1ccccc1Cl. As a reaction SMILES: [CH3:1][O:2][C:3](=[O:4])[c:5]1[c:6](-[c:11]2[cH:12][cH:13][c:14](-[c:17]3[c:18]([NH:23][C:24](=[O:25])[O:26][CH:27]([CH3:28])[c:29]4[c:30]([Cl:35])[cH:31][cH:32][cH:33][cH:34]4)[c:19]([CH3:22])[n:20][o:21]3)[cH:15][cH:16]2)[cH:7][cH:8][cH:9][cH:10]1.[CH3:38][OH:39].[Li+:37].[OH-:36]>>[O:2]=[C:3]([OH:4])[c:5]1[c:6](-[c:11]2[cH:12][cH:13][c:14](-[c:17]3[c:18]([NH:23][C:24](=[O:25])[O:26][CH:27]([CH3:28])[c:29]4[c:30]([Cl:35])[cH:31][cH:32][cH:33][cH:34]4)[c:19]([CH3:22])[n:20][o:21]3)[cH:15][cH:16]2)[cH:7][cH:8][cH:9][cH:10]1. The reactants are COC(=O)c1ccccc1-c1ccc(-c2onc(C)c2NC(=O)OC(C)c2ccccc2Cl)cc1, CO, [Li+], [OH-]. Reactants: NC=1SC(=CC1C(=O)OC)C (Methyl 2-amino-5-methyl-thiophene-3-carboxylate), FC1=C(C=C(C=C1)F)[N+](=O)[O-] (2,5-difluoronitrobenzene). Solvent: CCO (EtOH). The product is CC1=CC(=C(S1)NC1=C(C=C(C=C1)F)[N+](=O)[O-])C(=O)OC (Methyl 5-methyl-2-(2-nitro-4-fluoroanilino)-thiophene-3-carboxylate). Reaction SMILES: [NH2:1][C:2]1[S:3][C:4]([CH3:11])=[CH:5][C:6]=1[C:7]([O:9][CH3:10])=[O:8].F[C:13]1[CH:18]=[CH:17][C:16]([F:19])=[CH:15][C:14]=1[N+:20]([O-:22])=[O:21]>CCO>[CH3:11][C:4]1[S:3][C:2]([NH:1][C:13]2[CH:18]=[CH:17][C:16]([F:19])=[CH:15][C:14]=2[N+:20]([O-:22])=[O:21])=[C:6]([C:7]([O:9][CH3:10])=[O:8])[CH:5]=1. Procedure: Methyl 2-amino-5-methyl-thiophene-3-carboxylate and 2,5-difluoronitrobenzene, m.p. 149°-151° C. (EtOH). Reactants: O.N1C(=O)NC(=O)C(=O)C1=O (Alloxan hydrate), BrC=1C=C2C=CNC2=CC1 (5-Bromoindole), Cl (Hydrochloric acid). Solvent: C(C)O (ethanol). Reaction conditions: time 15 minute. Yields the product OC1(C(NC(NC1=O)=O)=O)C1=CNC2=CC=C(C=C12)Br (5-Hydroxy-5-(5-bromo-3-indolyl)-2,4,6-(1H,3H,5H)pyrimidinetrione). Yield: 93.8%. RXN SMILES: O.[NH:2]1[C:10](=[O:11])[C:8](=[O:9])[C:6](=[O:7])[NH:5][C:3]1=[O:4].[Br:12][C:13]1[CH:14]=[C:15]2[C:19](=[CH:20][CH:21]=1)[NH:18][CH:17]=[CH:16]2.Cl>C(O)C>[OH:9][C:8]1([C:16]2[C:15]3[C:19](=[CH:20][CH:21]=[C:13]([Br:12])[CH:14]=3)[NH:18][CH:17]=2)[C:6](=[O:7])[NH:5][C:3](=[O:4])[NH:2][C:10]1=[O:11] |f:0.1|. Procedure details: Alloxan hydrate (1.6 g., 0.01 mole) was dissolved in 40 ml. of ethanol by heating. 5-Bromoindole (1.96 g., 0.01 mole) was added and heating near reflux continued for 15 minutes. Tlc did not indicate that reaction had occured. 1 N Hydrochloric acid (10 ml.) was then added while maintaining the reaction near reflux. After 10 minutes, the reaction was concentrated to wet solids. Trituration of these wet solids with water gave the title product [3.17 g., m.p. >250° C.; Rf 0.45 (1:1 ethyl acetate:hex...